This data is from the Open Reaction Database (ORD), a public repository of structured organic reaction records. The task is: describe an organic reaction: reactants, conditions, products, and yield Reactants: C(CCC)[Li] (n-butyl lithium), BrC1=CC(=CC(=C1)OCC1=CC=CC=C1)F (1-bromo-3-fluoro-5-benzyloxy-benzene), CN(C=O)C (N,N-dimethylformamide). Solvent: O1CCCC1 (tetrahydrofuran). Reaction conditions: time 30 minute. Product: C(C1=CC=CC=C1)OC=1C=C(C=O)C=C(C1)F (3-benzyloxy-5-fluoro-benzaldehyde). The yield is 32.0%. Reaction SMILES: C([Li])CCC.Br[C:7]1[CH:12]=[C:11]([O:13][CH2:14][C:15]2[CH:20]=[CH:19][CH:18]=[CH:17][CH:16]=2)[CH:10]=[C:9]([F:21])[CH:8]=1.CN(C)[CH:24]=[O:25]>O1CCCC1>[CH2:14]([O:13][C:11]1[CH:12]=[C:7]([CH:8]=[C:9]([F:21])[CH:10]=1)[CH:24]=[O:25])[C:15]1[CH:20]=[CH:19][CH:18]=[CH:17][CH:16]=1. Procedure details: Add n-butyl lithium (35 mL, 1.6M, 55.96 mmol) over 15 minutes to 1-bromo-3-fluoro-5-benzyloxy-benzene (14.30 g, 50.87 mmol) in tetrahydrofuran (300 mL) cooled in a dry ice/acetone bath, maintaining the internal temperature <−70°. Stir 30 minutes and add N,N-dimethylformamide (7.44 g, 101.74 mmol). Stir 30 minutes and remove cold bath. After 1 hour, quench with saturated aqueous ammonium chloride. Wash organic layer with water and saturated aqueous sodium chloride. Dry (sodium sulfate), filter an... The reactants are C(=O)(O)CC1=C(C(=O)O)C=C(C(=C1)Br)OC (2-Carboxymethyl-4-bromo-5-methoxy-benzoic acid), NC(=O)N (urea). The solvent is O (water). Yields the product BrC=1C=C2CC(NC(C2=CC1OC)=O)=O (6-bromo-7-methoxy-isoquinoline-1,3(2H,4H)-dione). Reaction SMILES: [C:1]([CH2:4][C:5]1[CH:13]=[C:12]([Br:14])[C:11]([O:15][CH3:16])=[CH:10][C:6]=1[C:7](O)=[O:8])(O)=[O:2].[NH2:17]C(N)=O>O>[Br:14][C:12]1[CH:13]=[C:5]2[C:6](=[CH:10][C:11]=1[O:15][CH3:16])[C:7](=[O:8])[NH:17][C:1](=[O:2])[CH2:4]2. Procedure details: 2-Carboxymethyl-4-bromo-5-methoxy-benzoic acid (228 mg, 0.785 mmole) and urea (0.110 g, 1.82 mmole) is stirred and heated using an oil bath at 195° C. After one hour the mixture is cooled to room temperature and treated with water, collected by filtration, washed with water and dried to give a brown-black solid, 106 mg, (50%); MS (ES−): m/z 268.1, 270.1 (M−H).